This data is from the Open Reaction Database (ORD), a public repository of structured organic reaction records. The task is: describe an organic reaction: reactants, conditions, products, and yield Reactants: O=C(Cl)c1ccccc1, CCO, ClCCl, Cl, COC(=O)CCN(C(=O)c1ccc2c(c1)nc(CNc1ccc(C(=N)N)cc1)n2C)c1ccccc1. Product: COC(=O)CCN(C(=O)c1ccc2c(c1)nc(CNc1ccc(C(=N)NC(=O)c3ccccc3)cc1)n2C)c1ccccc1. RXN SMILES: [C:38]([c:39]1[cH:40][cH:41][cH:42][cH:43][cH:44]1)(=[O:45])[Cl:46].[CH2:47]([OH:48])[CH3:49].[Cl:50][CH2:51][Cl:52].[ClH:1].[c:2]1([N:8]([C:9](=[O:10])[c:11]2[cH:12][c:13]3[c:14]([n:15]([CH3:29])[c:16]([CH2:18][NH:19][c:20]4[cH:21][cH:22][c:23]([C:26]([NH2:27])=[NH:28])[cH:24][cH:25]4)[n:17]3)[cH:30][cH:31]2)[CH2:32][CH2:33][C:34](=[O:35])[O:36][CH3:37])[cH:3][cH:4][cH:5][cH:6][cH:7]1>>[c:2]1([N:8]([C:9](=[O:10])[c:11]2[cH:12][c:13]3[c:14]([n:15]([CH3:29])[c:16]([CH2:18][NH:19][c:20]4[cH:21][cH:22][c:23]([C:26](=[NH:27])[NH:28][C:38]([c:39]5[cH:40][cH:41][cH:42][cH:43][cH:44]5)=[O:45])[cH:24][cH:25]4)[n:17]3)[cH:30][cH:31]2)[CH2:32][CH2:33][C:34](=[O:35])[O:36][CH3:37])[cH:3][cH:4][cH:5][cH:6][cH:7]1.